From a dataset of the Open Reaction Database (ORD), a public repository of structured organic reaction records. describe an organic reaction: reactants, conditions, products, and yield The reactants are CC=1N=C(SC1C1=CC=NC=C1)N (4-methyl-5-pyridin-4-yl-thiazol-2-ylamine), 117082 A2, N(=C=O)CC(=O)OCC (ethyl isocyanatoacetate), C(C)(=O)OCC (ethyl acetate). Run in CN(C)C=O (DMF). Run at time 8 hour. The product is C(C)OC(CNC(=O)NC=1SC(=C(N1)C)C1=CC=NC=C1)=O ([3-(4-Methyl-5-pyridin-4-yl-thiazol-2-yl)-ureido]-acetic acid ethyl ester). Reaction SMILES: [CH3:1][C:2]1[N:3]=[C:4]([NH2:13])[S:5][C:6]=1[C:7]1[CH:12]=[CH:11][N:10]=[CH:9][CH:8]=1.[N:14]([CH2:17][C:18]([O:20][CH2:21][CH3:22])=[O:19])=[C:15]=[O:16].C(OCC)(=O)C>CN(C=O)C>[CH2:21]([O:20][C:18](=[O:19])[CH2:17][NH:14][C:15]([NH:13][C:4]1[S:5][C:6]([C:7]2[CH:12]=[CH:11][N:10]=[CH:9][CH:8]=2)=[C:2]([CH3:1])[N:3]=1)=[O:16])[CH3:22]. Procedure details: A stirred solution of 4-methyl-5-pyridin-4-yl-thiazol-2-ylamine (prepared according to the method described in European patent specification EP 117082 A2) (0.068 g, 3.56 mmol) in DMF (5 ml) is treated with ethyl isocyanatoacetate (0.043 ml, 3.916 mmol) and the solution is stirred overnight. The solvent is removed in vacuo and the crude product is partitioned between ethyl acetate (50 ml) and water (50 ml). The layers are separated and the aqueous portion is extracted with ethyl acetate (2×50 ml)...